Dataset: the Open Reaction Database (ORD), a public repository of structured organic reaction records. Task: describe an organic reaction: reactants, conditions, products, and yield Starting materials: COC=1C=C2C(NC=NC2=CC1OCCSC)=O (6-methoxy-7-(2-methylthioethoxy)-3,4-dihydroquinazolin-4-one), S(=O)(Cl)Cl (thionyl chloride). The reagents and catalysts are CN(C)C=O (DMF). Yields the product ClC1=NC=NC2=CC(=C(C=C12)OC)OCCSC (4-chloro-6-methoxy-7-(2-methylthioethoxy)quinazoline). The yield is 71.0%. As a reaction SMILES: [CH3:1][O:2][C:3]1[CH:4]=[C:5]2[C:10](=[CH:11][C:12]=1[O:13][CH2:14][CH2:15][S:16][CH3:17])[N:9]=[CH:8][NH:7][C:6]2=O.S(Cl)([Cl:21])=O>CN(C=O)C>[Cl:21][C:6]1[C:5]2[C:10](=[CH:11][C:12]([O:13][CH2:14][CH2:15][S:16][CH3:17])=[C:3]([O:2][CH3:1])[CH:4]=2)[N:9]=[CH:8][N:7]=1. Procedure: A mixture of 6-methoxy-7-(2-methylthioethoxy)-3,4-dihydroquinazolin-4-one (1.07 g, 4.0 mmol), thionyl chloride (20 ml) and DMF (4 drops) was heated at reflux for 2 hours and then allowed to cool. The excess thionyl chloride was removed by evaporation and the residue was azeotroped with toluene. The solid residue was partitioned between aqueous sodium hydrogen carbonate and methylene chloride, the organic phase was separated and washed with brine. The organic phase was passed through phase separa... Starting materials: Cc1ccc(S(=O)c2ccc(C)c(CC(C)C(C)C)c2)cc1CC(C)C(C)C, ClCCl, O=C(OO)c1cccc(Cl)c1. The product is Cc1ccc(S(=O)(=O)c2ccc(C)c(CC(C)C(C)C)c2)cc1CC(C)C(C)C. RXN SMILES: [CH3:1][CH:2]([CH2:3][c:4]1[c:5]([CH3:25])[cH:6][cH:7][c:8]([S:10](=[O:11])[c:12]2[cH:13][c:14]([CH2:19][CH:20]([CH:21]([CH3:22])[CH3:23])[CH3:24])[c:15]([CH3:18])[cH:16][cH:17]2)[cH:9]1)[CH:26]([CH3:27])[CH3:28].[Cl:40][CH2:41][Cl:42].[OH:29][O:30][C:31]([c:32]1[cH:33][c:34]([Cl:35])[cH:36][cH:37][cH:38]1)=[O:39]>>[CH3:1][CH:2]([CH2:3][c:4]1[c:5]([CH3:25])[cH:6][cH:7][c:8]([S:10](=[O:11])([c:12]2[cH:13][c:14]([CH2:19][CH:20]([CH:21]([CH3:22])[CH3:23])[CH3:24])[c:15]([CH3:18])[cH:16][cH:17]2)=[O:29])[cH:9]1)[CH:26]([CH3:27])[CH3:28]. Reactants: Compound 54, [Cl-].[NH4+] (ammonium chloride), [H-].[Na+] (Sodium hydride), ClC1=C(C(=CC(=C1)C(F)(F)F)Cl)N1N=C(C(=C1N(C)CCO)S(=O)(=O)C(F)(F)F)C#N (1-(2,6-dichloro-4-trifluoromethylphenyl)-3-cyano-5-[N-(2-hydroxyethyl)-N-methylamino]-4-trifluoromethylsulfonylpyrazole), FC(C1=CC=C(C(=O)Cl)C=C1)(F)F (4-Trifluoromethylbenzoyl chloride). Solvent: C(C)(=O)OCC (ethyl acetate), O1CCCC1 (tetrahydrofuran). Conditions: temperature 20 celsius, time 1 hour. Product: ClC1=C(C(=CC(=C1)C(F)(F)F)Cl)N1N=C(C(=C1N(CCOC(C1=CC=C(C=C1)C(F)(F)F)=O)C)S(=O)(=O)C(F)(F)F)C#N (1-(2,6-Dichloro-4-trifluoromethylphenyl)-3-cyano-5-{N-methyl-N-[2-(4-trifluoromethyl-benzoyloxy)ethyl]amino}-4-trifluoromethylsulphonylpyrazole). Isolated yield 62.2%. Reaction SMILES: [H-].[Na+].[Cl:3][C:4]1[CH:9]=[C:8]([C:10]([F:13])([F:12])[F:11])[CH:7]=[C:6]([Cl:14])[C:5]=1[N:15]1[C:19]([N:20]([CH2:22][CH2:23][OH:24])[CH3:21])=[C:18]([S:25]([C:28]([F:31])([F:30])[F:29])(=[O:27])=[O:26])[C:17]([C:32]#[N:33])=[N:16]1.[F:34][C:35]([F:46])([F:45])[C:36]1[CH:44]=[CH:43][C:39]([C:40](Cl)=[O:41])=[CH:38][CH:37]=1.[Cl-].[NH4+]>O1CCCC1.C(OCC)(=O)C>[Cl:14][C:6]1[CH:7]=[C:8]([C:10]([F:13])([F:12])[F:11])[CH:9]=[C:4]([Cl:3])[C:5]=1[N:15]1[C:19]([N:20]([CH3:21])[CH2:22][CH2:23][O:24][C:40](=[O:41])[C:39]2[CH:43]=[CH:44][C:36]([C:35]([F:34])([F:45])[F:46])=[CH:37][CH:38]=2)=[C:18]([S:25]([C:28]([F:31])([F:29])[F:30])(=[O:26])=[O:27])[C:17]([C:32]#[N:33])=[N:16]1 |f:0.1,4.5|. Procedure: Sodium hydride (0.012 g, 0.3 mmol) was added to a solution of 1-(2,6-dichloro-4-trifluoromethylphenyl)-3-cyano-5-[N-(2-hydroxyethyl)-N-methylamino]-4-trifluoromethylsulfonylpyrazole (0.100 g, 0.2 mmol) in dry tetrahydrofuran, and the mixture vigorously stirred under a nitrogen atmosphere for 1 hour at 20° C. 4-Trifluoromethylbenzoyl chloride (0.053 g, 0.3 mmol) was added and the resulting mixture stirred for 2 hours at 20° C. The mixture was poured into saturated ammonium chloride solution and e... The reactants are COC(=O)C(CC1CCCC1)n1ncc2ccccc2c1=O, CO, [Na+], [OH-]. Product: O=C(O)C(CC1CCCC1)n1ncc2ccccc2c1=O. RXN SMILES: [CH3:1][O:2][C:3]([CH:4]([CH2:5][CH:6]1[CH2:7][CH2:8][CH2:9][CH2:10]1)[n:11]1[c:12](=[O:21])[c:13]2[cH:14][cH:15][cH:16][cH:17][c:18]2[cH:19][n:20]1)=[O:22].[CH3:25][OH:26].[Na+:24].[OH-:23]>>[O:2]=[C:3]([CH:4]([CH2:5][CH:6]1[CH2:7][CH2:8][CH2:9][CH2:10]1)[n:11]1[c:12](=[O:21])[c:13]2[cH:14][cH:15][cH:16][cH:17][c:18]2[cH:19][n:20]1)[OH:22]. Isolated yield 89.5%. Procedure details: 100 ml of a dimethylformamide solution containing 6.3 g of 3,5-dibromo-2-methoxypyridine and 8.1 g of 2-tributyl stannyl pyridine was incorporated with 1.0 g of tetrakistriphenylphosphine palladium, followed by stirring at 120° C. for 2 hours in nitrogen atmosphere. After the mixture was returned to room temperature, the solvent was evaporated, and the residue was extracted with ethyl acetate. The organic layer was washed with water and brine, and then dried over magnesium sulfate. The solvent w... Product: N1=C(C=CC=C1)C=1C(=NC=C(C1)Br)OC (3-(2-Pyridyl)-5-bromo-2-methoxypyridine). Solvent: CN(C=O)C (dimethylformamide). Starting materials: BrC=1C(=NC=C(C1)Br)OC (3,5-dibromo-2-methoxypyridine), 2-tributyl stannyl pyridine, tetrakistriphenylphosphine palladium. Reaction conditions: temperature 120 celsius, time 2 hour. As a reaction SMILES: Br[C:2]1[C:3]([O:9][CH3:10])=[N:4][CH:5]=[C:6]([Br:8])[CH:7]=1>CN(C)C=O>[N:4]1[CH:5]=[CH:6][CH:7]=[CH:2][C:3]=1[C:2]1[C:3]([O:9][CH3:10])=[N:4][CH:5]=[C:6]([Br:8])[CH:7]=1. Reactants: ClC=1C=C2C(OC(C2=CC1Cl)=O)=O (5,6-dichloroisobenzofuran-1,3-dione), NCC(=O)O (2-aminoacetic acid). The solvent is C=1(C(=CC=CC1)C)C (xylene). Reaction conditions: temperature 160 celsius. Yields the product ClC=1C=C2C(N(C(C2=CC1Cl)=O)CC(=O)O)=O (2-(5,6-dichloro-1,3-dioxoisoindolin-2-yl)acetic acid). Isolated yield 92.2%. Reaction SMILES: [Cl:1][C:2]1[CH:3]=[C:4]2[C:8](=[CH:9][C:10]=1[Cl:11])[C:7](=[O:12])O[C:5]2=[O:13].[NH2:14][CH2:15][C:16]([OH:18])=[O:17]>C1(C)C(C)=CC=CC=1>[Cl:11][C:10]1[CH:9]=[C:8]2[C:4](=[CH:3][C:2]=1[Cl:1])[C:5](=[O:13])[N:14]([CH2:15][C:16]([OH:18])=[O:17])[C:7]2=[O:12]. Reported procedure: To a solution of 5,6-dichloroisobenzofuran-1,3-dione (2 g, 9.22 mmol) in xylene (10 ml), 2-aminoacetic acid (0.761 g, 10.14 mmol) was added, and the reaction was heated at 160° C. for 40 hours. The precipitate that formed during the reaction was filtered, washed with water and hexanes and dried affording 2-(5,6-dichloro-1,3-dioxoisoindolin-2-yl)acetic acid (2.33 g, 8.50 mmol, 92% yield). Starting materials: OC1(CC(CCC1)C1CC1)CNC(=O)C=1C=2C=CC(=NC2C=CC1Cl)Cl (2,6-dichloro-quinoline-5-carboxylic acid (1-hydroxy-3-cyclopropyl-cyclohexylmethyl)-amide), CCN(C(C)C)C(C)C (DIPEA), CN(C1CNCC1)C (3-dimethylamino-pyrrolidine). The product is OC1(CC(CCC1)C1CC1)CNC(=O)C=1C=2C=CC(=NC2C=CC1Cl)N1CC(CC1)N(C)C (6-Chloro-2-(3-dimethylamino-pyrrolidin-1-yl)-quinoline-5-carboxylic acid (1-hydroxy-3-cyclopropyl-cyclohexylmethyl)-amide). As a reaction SMILES: [OH:1][C:2]1([CH2:11][NH:12][C:13]([C:15]2[C:16]3[CH:17]=[CH:18][C:19](Cl)=[N:20][C:21]=3[CH:22]=[CH:23][C:24]=2[Cl:25])=[O:14])[CH2:7][CH2:6][CH2:5][CH:4]([CH:8]2[CH2:10][CH2:9]2)[CH2:3]1.CCN(C(C)C)C(C)C.[CH3:36][N:37]([CH3:43])[CH:38]1[CH2:42][CH2:41][NH:40][CH2:39]1>>[OH:1][C:2]1([CH2:11][NH:12][C:13]([C:15]2[C:16]3[CH:17]=[CH:18][C:19]([N:40]4[CH2:41][CH2:42][CH:38]([N:37]([CH3:43])[CH3:36])[CH2:39]4)=[N:20][C:21]=3[CH:22]=[CH:23][C:24]=2[Cl:25])=[O:14])[CH2:7][CH2:6][CH2:5][CH:4]([CH:8]2[CH2:10][CH2:9]2)[CH2:3]1. Procedure details: The title compound was synthesized according to the procedure described in example 1 using 2,6-dichloro-quinoline-5-carboxylic acid (1-hydroxy-3-cyclopropyl-cyclohexylmethyl)-amide, DIPEA and 3-dimethylamino-pyrrolidine. 1H NMR (400 MHz, DMSO-d6) δ ppm 8.75 (1H), 7.85 (m, 1H), 7.58 (2H), 7.05 (1H), 4.26 (s, 1H), 3.87 (t, 1H), 3.75 (m, 2H), 3.56 (m, 1H), 3.49 (m, 1H), 3.36 (m, 2H), 3.24 (m, 2H), 2.84 (m, 1H), 2.22 (s, 6H), 1.85 (m, 1H), 1.67 (m, 2H), 1.44-1.38 (m, 4H), 1.27 (m, 2H), 0.30 (m, 2H),... Starting materials: CNC, CCc1c(C)c2c(c(N=C=O)c1CC=C(C)CCC(=O)OC)C(=O)OC2, C1CCOC1, O. The product is CCc1c(C)c2c(c(NC(=O)N(C)C)c1CC=C(C)CCC(=O)OC)C(=O)OC2. As a reaction SMILES: [CH3:27][NH:28][CH3:29].[N:1](=[C:2]=[O:3])[c:4]1[c:5]2[c:9]([c:10]([CH3:25])[c:11]([CH2:23][CH3:24])[c:12]1[CH2:13][CH:14]=[C:15]([CH2:16][CH2:17][C:18](=[O:19])[O:20][CH3:21])[CH3:22])[CH2:8][O:7][C:6]2=[O:26].[O:30]1[CH2:31][CH2:32][CH2:33][CH2:34]1.[OH2:35]>>[NH:1]([C:2](=[O:3])[N:28]([CH3:27])[CH3:29])[c:4]1[c:5]2[c:9]([c:10]([CH3:25])[c:11]([CH2:23][CH3:24])[c:12]1[CH2:13][CH:14]=[C:15]([CH2:16][CH2:17][C:18](=[O:19])[O:20][CH3:21])[CH3:22])[CH2:8][O:7][C:6]2=[O:26].